Task: describe an organic reaction: reactants, conditions, products, and yield. Dataset: the Open Reaction Database (ORD), a public repository of structured organic reaction records Product: Cc1cccc(C2CC(=O)NCC(c3cccc(Cl)c3)C23C(=O)Nc2cc(Cl)ccc23)c1. As a reaction SMILES: [CH3:36][C:37]#[N:38].[Cl:1][c:2]1[cH:3][cH:4][c:5]2[c:6]([cH:7]1)[NH:8][C:9](=[O:31])[C:10]21[CH:11]([c:24]2[cH:25][c:26]([Cl:30])[cH:27][cH:28][cH:29]2)[CH2:12][C:13](=[O:23])[CH2:14][CH:15]1[c:16]1[cH:17][c:18]([CH3:22])[cH:19][cH:20][cH:21]1.[N-:32]=[N+:33]=[N-:34].[Na+:35]>>[Cl:1][c:2]1[cH:3][cH:4][c:5]2[c:6]([cH:7]1)[NH:8][C:9](=[O:31])[C:10]21[CH:11]([c:24]2[cH:25][c:26]([Cl:30])[cH:27][cH:28][cH:29]2)[CH2:12][NH:32][C:13](=[O:23])[CH2:14][CH:15]1[c:16]1[cH:17][c:18]([CH3:22])[cH:19][cH:20][cH:21]1. Reactants: CC#N, Cc1cccc(C2CC(=O)CC(c3cccc(Cl)c3)C23C(=O)Nc2cc(Cl)ccc23)c1, [N-]=[N+]=[N-], [Na+]. Starting materials: CC(=O)O, Cl, Cn1nnc(-c2ccc3c(ccn3-c3ccc(F)cc3)c2)n1, O=C1CCNCC1, O, O=C(O)C(F)(F)F. Yields the product Cn1nnc(-c2ccc3c(c2)c(C2=CCNCC2)cn3-c2ccc(F)cc2)n1. As a reaction SMILES: [CH3:38][C:39](=[O:40])[OH:41].[ClH:8].[F:16][c:17]1[cH:18][cH:19][c:20](-[n:23]2[cH:24][cH:25][c:26]3[cH:27][c:28](-[c:32]4[n:33][n:34][n:35]([CH3:37])[n:36]4)[cH:29][cH:30][c:31]23)[cH:21][cH:22]1.[NH:1]1[CH2:2][CH2:3][C:4](=[O:7])[CH2:5][CH2:6]1.[OH2:42].[OH:9][C:10]([C:11]([F:12])([F:13])[F:14])=[O:15]>>[NH:1]1[CH2:2][CH2:3][C:4]([c:25]2[cH:24][n:23](-[c:20]3[cH:19][cH:18][c:17]([F:16])[cH:22][cH:21]3)[c:31]3[c:26]2[cH:27][c:28](-[c:32]2[n:33][n:34][n:35]([CH3:37])[n:36]2)[cH:29][cH:30]3)=[CH:5][CH2:6]1. The solvent is CO (methanol). Reactants: N1(N=CN=C1)CC(=O)N1[C@@H](C[C@H](C1)C#N)C(=O)NC1=CC=C(C=C1)OC1=CC=C(C=C1)F ((2S,4R)-1-(2-(1H-1,2,4-triazol-1-yl)acetyl)-4-cyano-N-(4-(4-fluorophenoxy)phenyl)pyrrolidine-2-carboxamide), Cl (hydrogen chloride). Run at time 18 hour. The reagents and catalysts are [Pd] (palladium on carbon). Procedure details: A flask was charged with (2S,4R)-1-(2-(1H-1,2,4-triazol-1-yl)acetyl)-4-cyano-N-(4-(4-fluorophenoxy)phenyl)pyrrolidine-2-carboxamide (260 mg, 0.599 mmol), prepared as in Reference 11, methanol (4 mL), hydrogen chloride (4N in dioxane, 16 mmol) and palladium on carbon (10%, 100 mg) and the mixture was placed under a hydrogen atmosphere (balloon). The mixture was stirred for 18 hours at ambient temperature, filtered and concentrated to give crude (2S,4S)-1-(2-(1H-1,2,4-triazol-1-yl)acetyl)-4-aminom... As a reaction SMILES: [N:1]1([CH2:6][C:7]([N:9]2[CH2:13][C@H:12]([C:14]#[N:15])[CH2:11][C@H:10]2[C:16]([NH:18][C:19]2[CH:24]=[CH:23][C:22]([O:25][C:26]3[CH:31]=[CH:30][C:29]([F:32])=[CH:28][CH:27]=3)=[CH:21][CH:20]=2)=[O:17])=[O:8])[CH:5]=[N:4][CH:3]=[N:2]1.[ClH:33]>[Pd].CO>[ClH:33].[N:1]1([CH2:6][C:7]([N:9]2[CH2:13][C@H:12]([CH2:14][NH2:15])[CH2:11][C@H:10]2[C:16]([NH:18][C:19]2[CH:24]=[CH:23][C:22]([O:25][C:26]3[CH:27]=[CH:28][C:29]([F:32])=[CH:30][CH:31]=3)=[CH:21][CH:20]=2)=[O:17])=[O:8])[CH:5]=[N:4][CH:3]=[N:2]1 |f:4.5|. Yields the product Cl.N1(N=CN=C1)CC(=O)N1[C@@H](C[C@H](C1)CN)C(=O)NC1=CC=C(C=C1)OC1=CC=C(C=C1)F ((2S,4S)-1-(2-(1H-1,2,4-triazol-1-yl)acetyl)-4-aminomethyl-N-(4-(4-fluorophenoxy)phenyl)pyrrolidine-2-carboxamide hydrochloride salt). The yield is 94.2%. The reactants are COC1=C(C=O)C=C(C(=C1)OC)C=1C=NNC1 (2,4-dimethoxy-5-(1H-pyrazol-4-yl)-benzaldehyde), C(C)(=O)C1=CC=C(C(=O)O)C=C1 (4-acetylbenzoic acid). The product is COC1=C(C=C(C(=C1)OC)C=1C=NNC1)/C=C/C(=O)C1=CC=C(C(=O)O)C=C1 (4-{3E-[2,4-Dimethoxy-5-(1H-pyrazol-4-yl)-phenyl]-acryloyl}-benzoic acid). RXN SMILES: [CH3:1][O:2][C:3]1[CH:10]=[C:9]([O:11][CH3:12])[C:8]([C:13]2[CH:14]=[N:15][NH:16][CH:17]=2)=[CH:7][C:4]=1[CH:5]=O.[C:18]([C:21]1[CH:29]=[CH:28][C:24]([C:25]([OH:27])=[O:26])=[CH:23][CH:22]=1)(=[O:20])[CH3:19]>>[CH3:1][O:2][C:3]1[CH:10]=[C:9]([O:11][CH3:12])[C:8]([C:13]2[CH:14]=[N:15][NH:16][CH:17]=2)=[CH:7][C:4]=1/[CH:5]=[CH:19]/[C:18]([C:21]1[CH:29]=[CH:28][C:24]([C:25]([OH:27])=[O:26])=[CH:23][CH:22]=1)=[O:20]. Reported procedure: The title compound was prepared by condensing 2,4-dimethoxy-5-(1H-pyrazol-4-yl)-benzaldehyde (Ex-74B) and 4-acetylbenzoic acid in a similar manner as described in Ex-3 including an acid work-up. Yellow solid, mp>250° C. 1H-NMR (DMSO-d6) δ 12.42 (bs, 1H), 8.20–8.03 (m, 8H), 7.85 (d, J=16.1 Hz), 6.74 (s, 1H), 3.95 (s, 3H), 3.94 (s, 3H). MS m/z=379 ([M+H]+, 100%). Reactants: C(C1=CC=CC=C1)OC=1C=C(C=CC1)O (3-(benzyloxy)phenol), ClCCN(C)C (2-chloro-N,N-dimethylethanamine), C([O-])([O-])=O.[Cs+].[Cs+] (cesium carbonate). The solvent is C(C)(=O)OCC (ethyl acetate), [OH-].[Na+] (NaOH), CN(C=O)C (N,N-dimethylformamide). Run at temperature 50 celsius, time 8 hour. Product: C(C1=CC=CC=C1)OC=1C=C(OCCN(C)C)C=CC1 (2-(3-(benzyloxy)phenoxy)-N,N-dimethylethanamine). RXN SMILES: [CH2:1]([O:8][C:9]1[CH:10]=[C:11]([OH:15])[CH:12]=[CH:13][CH:14]=1)[C:2]1[CH:7]=[CH:6][CH:5]=[CH:4][CH:3]=1.Cl[CH2:17][CH2:18][N:19]([CH3:21])[CH3:20].C(=O)([O-])[O-].[Cs+].[Cs+]>CN(C)C=O.C(OCC)(=O)C.[OH-].[Na+]>[CH2:1]([O:8][C:9]1[CH:10]=[C:11]([CH:12]=[CH:13][CH:14]=1)[O:15][CH2:17][CH2:18][N:19]([CH3:21])[CH3:20])[C:2]1[CH:3]=[CH:4][CH:5]=[CH:6][CH:7]=1 |f:2.3.4,7.8|. Reported procedure: A solution of 3-(benzyloxy)phenol (2.002 g), 2-chloro-N,N-dimethylethanamine (1.459 g) in N,N-dimethylformamide (50 mL) was treated with cesium carbonate (3.91 g) and stirred at 50° C. overnight. The mixture was diluted with ethyl acetate and 1N aqueous NaOH and the layers were separated. The aqueous layer was extracted with ethyl acetate and the combined organic layers were dried over MgSO4, filtered and concentrated. The residue was purified by flash chromatography (5% 7N NH3 in methanol-dichl...